Dataset: the Open Reaction Database (ORD), a public repository of structured organic reaction records. Task: describe an organic reaction: reactants, conditions, products, and yield Reactants: N#Cc1ccc(C=O)cc1, CC(=O)CC(C)=O, CC(=O)[O-], CC(C)O, [NH4+]. Yields the product CC(=O)C(=Cc1ccc(C#N)cc1)C(C)=O. RXN SMILES: [C:1](#[N:2])[c:3]1[cH:4][cH:5][c:6]([CH:7]=[O:8])[cH:9][cH:10]1.[CH3:11][C:12]([CH2:13][C:14]([CH3:15])=[O:16])=[O:17].[CH3:19][C:20](=[O:21])[O-:22].[CH3:23][CH:24]([OH:25])[CH3:26].[NH4+:18]>>[C:1](#[N:2])[c:3]1[cH:4][cH:5][c:6]([CH:7]=[C:13]([C:12]([CH3:11])=[O:17])[C:14]([CH3:15])=[O:16])[cH:9][cH:10]1. The reactants are OC1=CC=C(C=C1)C1=C(C(OC1)=O)C1=CC=C(C=C1)OC (4-(4-hydroxyphenyl)-3-(4-methoxyphenyl)furan-2(5H)-one), C(=O)([O-])[O-].[K+].[K+] (K2CO3), ClCC1=NC2=CC=CC=C2C=C1 (2-(chloromethyl)quinoline). The solvent is CN(C)C=O (DMF). Reaction conditions: temperature 80 celsius. The product is COC1=CC=C(C=C1)C=1C(OCC1C1=CC=C(C=C1)CCC1=NC2=CC=CC=C2C=C1)=O (3-(4-methoxyphenyl)-4-(4-(2-(quinolin-2-yl)ethyl)phenyl)furan-2(5H)-one). Yield: 0.0%. Reaction SMILES: O[C:2]1[CH:7]=[CH:6][C:5]([C:8]2[CH2:12][O:11][C:10](=[O:13])[C:9]=2[C:14]2[CH:19]=[CH:18][C:17]([O:20][CH3:21])=[CH:16][CH:15]=2)=[CH:4][CH:3]=1.[C:22]([O-])([O-])=O.[K+].[K+].Cl[CH2:29][C:30]1[CH:39]=[CH:38][C:37]2[C:32](=[CH:33][CH:34]=[CH:35][CH:36]=2)[N:31]=1>CN(C=O)C>[CH3:21][O:20][C:17]1[CH:18]=[CH:19][C:14]([C:9]2[C:10](=[O:13])[O:11][CH2:12][C:8]=2[C:5]2[CH:6]=[CH:7][C:2]([CH2:22][CH2:29][C:30]3[CH:39]=[CH:38][C:37]4[C:32](=[CH:33][CH:34]=[CH:35][CH:36]=4)[N:31]=3)=[CH:3][CH:4]=2)=[CH:15][CH:16]=1 |f:1.2.3|. Reported procedure: To a stirred solution of 4-(4-hydroxyphenyl)-3-(4-methoxyphenyl)furan-2(5H)-one (280 mg, 0.99 mol) in DMF (5 mL) were added K2CO3 (274 mg, 1.98 mol) and 2-(chloromethyl)quinoline (255 mg, 1.19 mol) at RT. The reaction mixture was then heated at 80° C. for 3 h, quenched with ice and then extracted with EtOAc (2×20 mL). The combined organic layers were washed with water, dried over Na2SO4, and concentrated in vacuo to obtain the crude product. The crude material was purified via silica gel column ...